From a dataset of the Open Reaction Database (ORD), a public repository of structured organic reaction records. describe an organic reaction: reactants, conditions, products, and yield Reactants: BrC1=CN=C2N1C=CC(=N2)C(F)(F)F (3-Bromo-7-trifluoromethylimidazo[1,2-α]pyrimidine), FC1=C(C=C(C=C1)B1OC(C(O1)(C)C)(C)C)C1=C(SC=C1)C#N (3-[2-fluoro-5-(4,4,5,5-tetramethyl-[1,3,2]dioxaborolan-2-yl)phenyl]thiophene-2-carbonitrile). The product is FC1=C(C=C(C=C1)C1=CN=C2N1C=CC(=N2)C(F)(F)F)C2=C(SC=C2)C#N (3-[2-fluoro-5-(7-trifluoromethylimidazo[1,2-α]pyrimidin-3-yl)phenyl]thiophene-2-carbonitrile). Reaction SMILES: Br[C:2]1[N:6]2[CH:7]=[CH:8][C:9]([C:11]([F:14])([F:13])[F:12])=[N:10][C:5]2=[N:4][CH:3]=1.[F:15][C:16]1[CH:21]=[CH:20][C:19](B2OC(C)(C)C(C)(C)O2)=[CH:18][C:17]=1[C:31]1[CH:35]=[CH:34][S:33][C:32]=1[C:36]#[N:37]>>[F:15][C:16]1[CH:21]=[CH:20][C:19]([C:2]2[N:6]3[CH:7]=[CH:8][C:9]([C:11]([F:14])([F:13])[F:12])=[N:10][C:5]3=[N:4][CH:3]=2)=[CH:18][C:17]=1[C:31]1[CH:35]=[CH:34][S:33][C:32]=1[C:36]#[N:37]. Procedure details: 3-Bromo-7-trifluoromethylimidazo[1,2-α]pyrimidine was coupled with 3-[2-fluoro-5-(4,4,5,5-tetramethyl-[1,3,2]dioxaborolan-2-yl)phenyl]thiophene-2-carbonitrile as described in Example 65 to give 3-[2-fluoro-5-(7-trifluoromethylimidazo[1,2-α]pyrimidin-3-yl)phenyl]thiophene-2-carbonitrile as a yellow solid: δH (400 MHz, CDCl3) 7.32 (1H, d, J 7), 7.44-7.47 (2H, m), 7.63-7.66 (1H, m), 7.72 (1H, d, J 5), 7.88 (1H, dd, J 7 and 2), 8.12 (1H, s), 9.09 (1H, d, J 7). Starting materials: COc1ccc(N2C(=O)C(NC(=O)OC(C)(C)C)C2CO)cc1, CCOC(=O)N=NC(=O)OCC, O=C1c2ccccc2C(=O)N1O, c1ccc(P(c2ccccc2)c2ccccc2)cc1. Product: COc1ccc(N2C(=O)C(NC(=O)OC(C)(C)C)C2CON2C(=O)c3ccccc3C2=O)cc1. RXN SMILES: [CH3:1][C:2]([CH3:3])([CH3:4])[O:5][C:6]([NH:7][CH:8]1[CH:9]([CH2:21][OH:22])[N:10]([c:13]2[cH:14][cH:15][c:16]([O:19][CH3:20])[cH:17][cH:18]2)[C:11]1=[O:12])=[O:23].[O:55]=[C:56]([O:57][CH2:58][CH3:59])[N:60]=[N:61][C:62]([O:63][CH2:64][CH3:65])=[O:66].[OH:24][N:25]1[C:26](=[O:35])[c:27]2[c:28]([cH:31][cH:32][cH:33][cH:34]2)[C:29]1=[O:30].[c:36]1([P:37]([c:38]2[cH:39][cH:40][cH:41][cH:42][cH:43]2)[c:44]2[cH:45][cH:46][cH:47][cH:48][cH:49]2)[cH:50][cH:51][cH:52][cH:53][cH:54]1>>[CH3:1][C:2]([CH3:3])([CH3:4])[O:5][C:6]([NH:7][CH:8]1[CH:9]([CH2:21][O:22][N:25]2[C:26](=[O:35])[c:27]3[c:28]([cH:31][cH:32][cH:33][cH:34]3)[C:29]2=[O:30])[N:10]([c:13]2[cH:14][cH:15][c:16]([O:19][CH3:20])[cH:17][cH:18]2)[C:11]1=[O:12])=[O:23]. Starting materials: O=C(O)c1ccc(OCc2ccccc2)cc1, ClCCl, CN(C)C=O, O, Cc1ccc(CC2(O)CCN(CCO)CC2)cc1. Product: Cc1ccc(CC2(O)CCN(CCOC(=O)c3ccc(OCc4ccccc4)cc3)CC2)cc1. RXN SMILES: [CH2:1]([c:2]1[cH:3][cH:4][cH:5][cH:6][cH:7]1)[O:8][c:9]1[cH:10][cH:11][c:12]([C:13](=[O:14])[OH:15])[cH:16][cH:17]1.[Cl:37][CH2:38][Cl:39].[O:40]=[CH:41][N:42]([CH3:43])[CH3:44].[OH2:36].[OH:18][CH2:19][CH2:20][N:21]1[CH2:22][CH2:23][C:24]([OH:27])([CH2:28][c:29]2[cH:30][cH:31][c:32]([CH3:35])[cH:33][cH:34]2)[CH2:25][CH2:26]1>>[CH2:1]([c:2]1[cH:3][cH:4][cH:5][cH:6][cH:7]1)[O:8][c:9]1[cH:10][cH:11][c:12]([C:13]([O:14][CH2:19][CH2:20][N:21]2[CH2:22][CH2:23][C:24]([OH:27])([CH2:28][c:29]3[cH:30][cH:31][c:32]([CH3:35])[cH:33][cH:34]3)[CH2:25][CH2:26]2)=[O:15])[cH:16][cH:17]1. Reactants: N1CC(CC1)CNC(=O)C1=CNC2=C1N=CN=C2C2=C(C=CC=1OCOC12)OCC1CC1 (4-(5-cyclopropylmethoxy-benzo[1,3]dioxol-4-yl)-5H-pyrrolo[3,2-d]pyrimidine-7-carboxylic acid (pyrrolidin-3-ylmethyl)-amide), ClC(=O)[C@H](C)OC(C)=O (acetic acid (S)-1-chlorocarbonyl-ethyl ester). Product: O[C@H](C(=O)N1CC(CC1)CNC(=O)C1=CNC2=C1N=CN=C2C2=C(C=CC=1OCOC12)OCC1CC1)C (4-(5-Cyclopropylmethoxy-benzo[1,3]dioxol-4-yl)-5H-pyrrolo[3,2-d]pyrimidine-7-carboxylic acid [1-((S)-2-hydroxy-propionyl)pyrrolidin-3-ylmethyl]-amide). RXN SMILES: [NH:1]1[CH2:5][CH2:4][CH:3]([CH2:6][NH:7][C:8]([C:10]2[C:14]3[N:15]=[CH:16][N:17]=[C:18]([C:19]4[C:27]5[O:26][CH2:25][O:24][C:23]=5[CH:22]=[CH:21][C:20]=4[O:28][CH2:29][CH:30]4[CH2:32][CH2:31]4)[C:13]=3[NH:12][CH:11]=2)=[O:9])[CH2:2]1.Cl[C:34]([C@@H:36]([O:38]C(=O)C)[CH3:37])=[O:35]>>[OH:38][C@@H:36]([CH3:37])[C:34]([N:1]1[CH2:5][CH2:4][CH:3]([CH2:6][NH:7][C:8]([C:10]2[C:14]3[N:15]=[CH:16][N:17]=[C:18]([C:19]4[C:27]5[O:26][CH2:25][O:24][C:23]=5[CH:22]=[CH:21][C:20]=4[O:28][CH2:29][CH:30]4[CH2:31][CH2:32]4)[C:13]=3[NH:12][CH:11]=2)=[O:9])[CH2:2]1)=[O:35]. Procedure details: Starting from 4-(5-cyclopropylmethoxy-benzo[1,3]dioxol-4-yl)-5H-pyrrolo[3,2-d]pyrimidine-7-carboxylic acid (pyrrolidin-3-ylmethyl)-amide (example A146) and acetic acid (S)-1-chlorocarbonyl-ethyl ester the title compound is obtained as colorless solid.